From a dataset of the Open Reaction Database (ORD), a public repository of structured organic reaction records. describe an organic reaction: reactants, conditions, products, and yield Procedure: Following a procedure similar to that described in Example 2A above, (+)-3-(4-morpholinylmethyl) -5-methyl-6-(1-naphthylcarbonyl)-2,3-dihydropyrrolo[1,2,3-de]-1,4-benzoxazine methanesulfonate (11.6 g from methanol/diethyl ether), m.p. 256°-259° C., [α]D25 =+40.2° (1% in DMF) was prepared by reaction of 15.5 g (0.062 mole) of (+)-3-(4-morpholinylmethyl)-4-amino-3,4-dihydro-2H-1,4-benzoxazine with 15.8 g (0.075 mole) of 4-(1-naphthyl)-2,4-butanedione in 500 ml of toluene in the presence of a catal... Starting materials: C1(=CC=CC2=CC=CC=C12)C(=O)C (methyl 1-naphthyl ketone), [H-].[Na+] (sodium hydride), hydrazone, N1(CCOCC1)CC1COC2=C(N1N)C=CC=C2 ((+)-3-(4-morpholinylmethyl)-4-amino-3,4-dihydro-2H-1,4-benzoxazine), C1(=CC=CC2=CC=CC=C12)C(CC(C)=O)=O (4-(1-naphthyl)-2,4-butanedione), [N+](=O)([O-])C=1C=C(C=CC1)S(=O)(=O)O.N1=CC=CC=C1 (pyridine 3-nitrobenzenesulfonate), 2,4-diketone. The solvent is C(C)OCC (diethyl ether), C(C)O (ethanol), C(C)(=O)OCC (ethyl acetate), CN(C)C=O (DMF), C1(=CC=CC=C1)C (toluene). Reaction SMILES: [N:1]1([CH2:7][CH:8]2[N:13](N)[C:12]3[CH:15]=[CH:16][CH:17]=[CH:18][C:11]=3[O:10][CH2:9]2)[CH2:6][CH2:5][O:4][CH2:3][CH2:2]1.[C:19]1([C:29](=[O:34])[CH2:30][C:31](=O)[CH3:32])[C:28]2[C:23](=[CH:24][CH:25]=[CH:26][CH:27]=2)[CH:22]=[CH:21][CH:20]=1.[N+](C1C=[C:40]([S:44]([OH:47])(=[O:46])=[O:45])C=CC=1)([O-])=O.N1C=CC=CC=1.C1(C(C)=O)C2C(=CC=CC=2)C=CC=1.[H-].[Na+]>CN(C=O)C.C1(C)C=CC=CC=1.C(OCC)C.C(O)C.C(OCC)(=O)C>[CH3:40][S:44]([OH:47])(=[O:46])=[O:45].[N:1]1([CH2:7][CH:8]2[N:13]3[C:31]([CH3:32])=[C:30]([C:29]([C:19]4[C:28]5[C:23](=[CH:24][CH:25]=[CH:26][CH:27]=5)[CH:22]=[CH:21][CH:20]=4)=[O:34])[C:15]4[CH:16]=[CH:17][CH:18]=[C:11]([C:12]=43)[O:10][CH2:9]2)[CH2:6][CH2:5][O:4][CH2:3][CH2:2]1 |f:2.3,5.6,12.13|. Yields the product CS(=O)(=O)O.N1(CCOCC1)CC1COC=2C=3N1C(=C(C3C=CC2)C(=O)C2=CC=CC3=CC=CC=C23)C ((+)-3-(4-morpholinylmethyl) -5-methyl-6-(1-naphthylcarbonyl)-2,3-dihydropyrrolo[1,2,3-de]-1,4-benzoxazine methanesulfonate). The reactants are COC(=O)c1ccc2oc3c(S(C)=O)cc(S(C)=O)cc3c(=O)c2c1, CCO, [Na+], [OH-]. Product: CS(=O)c1cc(S(C)=O)c2oc3ccc(C(=O)O)cc3c(=O)c2c1. RXN SMILES: [CH3:1][S:2](=[O:3])[c:4]1[c:5]2[o:6][c:7]3[cH:8][cH:9][c:10]([C:22](=[O:23])[O:24][CH3:25])[cH:11][c:12]3[c:13](=[O:21])[c:14]2[cH:15][c:16]([S:18](=[O:19])[CH3:20])[cH:17]1.[CH3:28][CH2:29][OH:30].[Na+:27].[OH-:26]>>[CH3:1][S:2](=[O:3])[c:4]1[c:5]2[o:6][c:7]3[cH:8][cH:9][c:10]([C:22](=[O:23])[OH:24])[cH:11][c:12]3[c:13](=[O:21])[c:14]2[cH:15][c:16]([S:18](=[O:19])[CH3:20])[cH:17]1.